From a dataset of the Open Reaction Database (ORD), a public repository of structured organic reaction records. describe an organic reaction: reactants, conditions, products, and yield The reactants are COCCOC, COCCCN1CCOc2ccc(C(OC3CNC(CC(C)SC)CC3c3ccc(OC)cc3)S(=O)(=O)c3ccc(C)cc3)cc21, [Na], O, c1ccc2ccccc2c1. Reaction SMILES: [CH2:58]([CH2:59][O:60][CH3:61])[O:62][CH3:63].[CH3:1][O:2][c:3]1[cH:4][cH:5][c:6]([CH:9]2[CH:10]([O:20][CH:21]([S:22]([c:23]3[cH:24][cH:25][c:26]([CH3:27])[cH:28][cH:29]3)(=[O:30])=[O:31])[c:32]3[cH:33][cH:34][c:35]4[c:36]([cH:46]3)[N:37]([CH2:41][CH2:42][CH2:43][O:44][CH3:45])[CH2:38][CH2:39][O:40]4)[CH2:11][NH:12][CH:13]([CH2:15][CH:16]([CH3:17])[S:18][CH3:19])[CH2:14]2)[cH:7][cH:8]1.[Na:57].[OH2:64].[cH:47]1[cH:48][c:49]2[c:50]([cH:51][cH:52][cH:53][cH:54]2)[cH:55][cH:56]1>>[CH3:1][O:2][c:3]1[cH:4][cH:5][c:6]([CH:9]2[CH:10]([O:20][CH2:21][c:32]3[cH:33][cH:34][c:35]4[c:36]([cH:46]3)[N:37]([CH2:41][CH2:42][CH2:43][O:44][CH3:45])[CH2:38][CH2:39][O:40]4)[CH2:11][NH:12][CH:13]([CH2:15][CH:16]([CH3:17])[S:18][CH3:19])[CH2:14]2)[cH:7][cH:8]1. Yields the product COCCCN1CCOc2ccc(COC3CNC(CC(C)SC)CC3c3ccc(OC)cc3)cc21.